From a dataset of the Open Reaction Database (ORD), a public repository of structured organic reaction records. describe an organic reaction: reactants, conditions, products, and yield Reactants: S(=O)(=O)(N1C(OCC1)=O)N1C(OCC1)=O (sulfonylbisoxazolidinone), C(=O)=O (CO2). The solvent is [OH-].[Na+] (sodium hydroxide). Yields the product OCCNS(=O)(=O)NCCO (N,N′-bis(2-hydroxyethyl)sulfamide). Yield: 87.0%. As a reaction SMILES: [S:1]([N:10]1[CH2:14][CH2:13][O:12]C1=O)([N:4]1[CH2:8][CH2:7][O:6]C1=O)(=[O:3])=[O:2].C(=O)=O>[OH-].[Na+]>[OH:12][CH2:13][CH2:14][NH:10][S:1]([NH:4][CH2:8][CH2:7][OH:6])(=[O:3])=[O:2] |f:2.3|. Reported procedure: 17 g of sulfonylbisoxazolidinone are added to 2N sodium hydroxide solution (170 ml of water for 13.6 g of NaOH) and placed under stirring. After a strong evolution of CO2, the reaction medium is stirred for 3 days at room temperature. The reaction medium is then passed through Dowex® 50WX8-200 resin (sold by Aldrich). The resin is filtered through a sinter funnel and the filtrate is concentrated under vacuum. The residue is purified by flash chromatography on silica (eluent: 8/2 EtOAc/MeOH). The... Reactants: B(F)(F)F.CCOCC (boron trifluoride-etherate), S(=O)=O (sulfur dioxide), COC1=CCCCC1 (1-methoxycyclohexene), N(=O)OC (methyl nitrite), nitroso. Yields the product COC1(C(CCCC1)N=O)OC (1,1-Dimethoxy-2-nitrosocyclohexane), S(=O)=O (sulfur dioxide). As a reaction SMILES: [CH3:1][O:2][C:3]1[CH2:8][CH2:7][CH2:6][CH2:5][CH:4]=1.[N:9](OC)=[O:10].B(F)(F)F.C[CH2:18][O:19]CC.[S:22](=[O:24])=[O:23]>>[CH3:1][O:2][C:3]1([O:19][CH3:18])[CH2:8][CH2:7][CH2:6][CH2:5][CH:4]1[N:9]=[O:10].[S:22](=[O:24])=[O:23] |f:2.3|. Procedure details: 1,1-Dimethoxy-2-nitrosocyclohexane dimer was prepared as described in Example 1 from 1-methoxycyclohexene (46.8 g., 0.417 mole), methyl nitrite (30.6 g., 0.501 mole) and boron trifluoride-etherate (0.25 ml., 0.28 g., 2.0 × 10-3 mole) in 250 ml. of sulfur dioxide. The crude nitroso dimer, 76.0 g. of a gummy yellow-green solid still containing traces of sulfur dioxide, was obtained by the method described earlier. Without purification, the dimer was subjected to isomerizing conditions in methanol/... Reactants: [BH3-]C#N, CNC, CO, O=Cc1ccc(-c2[nH]c3cccc4c3c2CCNC4=O)cc1, [Cl-], [Cl-], [Na+], [Zn+2]. Yields the product CN(C)Cc1ccc(-c2[nH]c3cccc4c3c2CCNC4=O)cc1. RXN SMILES: [C:26]([BH3-:27])#[N:28].[CH3:23][NH:24][CH3:25].[CH3:30][OH:31].[CH:1](=[O:2])[c:3]1[cH:4][cH:5][c:6](-[c:9]2[nH:10][c:11]3[cH:12][cH:13][cH:14][c:15]4[c:16]3[c:17]2[CH2:18][CH2:19][NH:20][C:21]4=[O:22])[cH:7][cH:8]1.[Cl-:32].[Cl-:34].[Na+:29].[Zn+2:33]>>[CH2:1]([c:3]1[cH:4][cH:5][c:6](-[c:9]2[nH:10][c:11]3[cH:12][cH:13][cH:14][c:15]4[c:16]3[c:17]2[CH2:18][CH2:19][NH:20][C:21]4=[O:22])[cH:7][cH:8]1)[N:24]([CH3:23])[CH3:25]. The reactants are IC (iodomethane), C(C)(C)(C)OC(=O)N1C=C(C2=CC=CC=C12)CC#N ((1-tert-butoxycarbonyl indol-3-yl)acetonitrile), solution, [Li+].C[Si](C)(C)[N-][Si](C)(C)C (LiHMDS). Solvent: C1CCOC1 (THF), C1CCOC1 (THF). Yields the product C(C)(C)(C)OC(=O)N1C=C(C2=CC=CC=C12)C(C#N)C (2-(1-tert-butoxycarbonyl indol-3-yl)propionitrile). Yield: 71.0%. RXN SMILES: [C:1]([O:5][C:6]([N:8]1[C:16]2[C:11](=[CH:12][CH:13]=[CH:14][CH:15]=2)[C:10]([CH2:17][C:18]#[N:19])=[CH:9]1)=[O:7])([CH3:4])([CH3:3])[CH3:2].[Li+].[CH3:21][Si]([N-][Si](C)(C)C)(C)C.IC>C1COCC1>[C:1]([O:5][C:6]([N:8]1[C:16]2[C:11](=[CH:12][CH:13]=[CH:14][CH:15]=2)[C:10]([CH:17]([CH3:21])[C:18]#[N:19])=[CH:9]1)=[O:7])([CH3:4])([CH3:3])[CH3:2] |f:1.2|. Procedure details: To a stirred solution of (1-tert-butoxycarbonyl indol-3-yl)acetonitrile (5.30 g, 20.7 mmol) in THF (20 mL, anhyd) chilled to −78° C. was added dropwise a 1.0M solution of LiHMDS in THF (21 mL, 21 mmol). After 40 min iodomethane (1.3 mL, 21 mmol) was added rapidly, and the reaction mixture was allowed to warm to ambient temperature. After 15 h the reaction was quenched by addition of 0.2N HCl (100 mL) and extracted with Et2O (2×100 mL). The combined extracts were washed with brine, dried (Na2SO4)...